Dataset: the Open Reaction Database (ORD), a public repository of structured organic reaction records. Task: describe an organic reaction: reactants, conditions, products, and yield Starting materials: CC1(OC2=C(CCC1)C(=CC=C2C(=O)OC)NC(C)=O)C (methyl 2,2-dimethyl-6-acetylamino-2,3,4,5-tetrahydro-1-benzoxepin-9-carboxylate), [OH-].[Na+] (sodium hydroxide). The solvent is CO (methanol). Yields the product EtOAc hexanes, CC1(OC2=C(CCC1)C(=CC=C2C(=O)O)N)C (2,2-dimethyl-6-amino-2,3,4,5-tetrahydro-1-benzoxepin-9-carboxylic acid). The yield is 30.0%. As a reaction SMILES: [CH3:1][C:2]1([CH3:21])[CH2:8][CH2:7][CH2:6][C:5]2[C:9]([NH:17]C(=O)C)=[CH:10][CH:11]=[C:12]([C:13]([O:15]C)=[O:14])[C:4]=2[O:3]1.[OH-].[Na+]>CO>[CH3:1][C:2]1([CH3:21])[CH2:8][CH2:7][CH2:6][C:5]2[C:9]([NH2:17])=[CH:10][CH:11]=[C:12]([C:13]([OH:15])=[O:14])[C:4]=2[O:3]1 |f:1.2|. Procedure details: To a solution of 5.5 g (19.0 mmol) of methyl 2,2-dimethyl-6-acetylamino-2,3,4,5-tetrahydro-1-benzoxepin-9-carboxylate in 10 ml of methanol is added 10 ml of a 10% aqueous sodium hydroxide solution in a single portion at room temperature. The reaction mixture is heated to reflux and maintained at that temperature for 2 hours. After cooling, methanol is removed in vacuo and the residue is diluted with water. The pH of the solution is adjusted to 7 with 1N HCl and the solution is extracted with CH2... Reactants: CC(=O)NCCn1c(C)cc(C(=O)OCc2ccccc2)c1C, CCO. Yields the product CC(=O)NCCn1c(C)cc(C(=O)O)c1C. Reaction SMILES: [C:1]([CH3:2])(=[O:3])[NH:4][CH2:5][CH2:6][n:7]1[c:8]([CH3:23])[c:9]([C:13](=[O:14])[O:15][CH2:16][c:17]2[cH:18][cH:19][cH:20][cH:21][cH:22]2)[cH:10][c:11]1[CH3:12].[CH3:24][CH2:25][OH:26]>>[C:1]([CH3:2])(=[O:3])[NH:4][CH2:5][CH2:6][n:7]1[c:8]([CH3:23])[c:9]([C:13](=[O:14])[OH:15])[cH:10][c:11]1[CH3:12]. Reactants: C=C(C)CBr, Oc1ccc(Br)cc1, CC(C)=O, ClCCl, [K+], [K+], O=C([O-])[O-]. Product: C=C(C)COc1ccc(Br)cc1. Reaction SMILES: [Br:15][CH2:16][C:17](=[CH2:18])[CH3:19].[Br:1][c:2]1[cH:3][cH:4][c:5]([OH:8])[cH:6][cH:7]1.[CH3:20][C:21](=[O:22])[CH3:23].[Cl:24][CH2:25][Cl:26].[K+:10].[K+:9].[O-:11][C:12]([O-:13])=[O:14]>>[Br:1][c:2]1[cH:3][cH:4][c:5]([O:8][CH2:18][C:17](=[CH2:16])[CH3:19])[cH:6][cH:7]1. Starting materials: Cl, CC(=O)NCC1CCC(C(=O)c2cc3c4c(c2)CCN4C(=O)CC3)CC1. The product is Cl, NCC1CCC(C(=O)c2cc3c4c(c2)CCN4C(=O)CC3)CC1. RXN SMILES: [ClH:27].[O:1]=[C:2]1[N:3]2[c:4]3[c:5]([cH:6][c:7]([C:12](=[O:13])[CH:14]4[CH2:15][CH2:16][CH:17]([CH2:20][NH:21][C:22](=[O:23])[CH3:24])[CH2:18][CH2:19]4)[cH:8][c:9]3[CH2:10][CH2:11]1)[CH2:25][CH2:26]2>>[ClH:27].[O:1]=[C:2]1[N:3]2[c:4]3[c:5]([cH:6][c:7]([C:12](=[O:13])[CH:14]4[CH2:15][CH2:16][CH:17]([CH2:20][NH2:21])[CH2:18][CH2:19]4)[cH:8][c:9]3[CH2:10][CH2:11]1)[CH2:25][CH2:26]2. Reactants: C(C1=CC=CC=C1)N (benzylamine), C(CC(=O)C)(=O)OC (methyl acetoacetate). Conditions: time 8 hour. Product: C(C1=CC=CC=C1)N\C(=C/C(=O)OC)\C (methyl 3-benzylaminocrotonate). Yield: 62.7%. As a reaction SMILES: [CH2:1]([NH2:8])[C:2]1[CH:7]=[CH:6][CH:5]=[CH:4][CH:3]=1.[C:9]([O:15][CH3:16])(=[O:14])[CH2:10][C:11]([CH3:13])=O>>[CH2:1]([NH:8]/[C:11](/[CH3:13])=[CH:10]\[C:9]([O:15][CH3:16])=[O:14])[C:2]1[CH:7]=[CH:6][CH:5]=[CH:4][CH:3]=1. Procedure details: 96.4 grams (0.9 mole) of benzylamine was added dropwise with stirring while the temperature was maintained below 45° C. to a solution of 116.1 grams (1 mole) of methyl acetoacetate and the reaction mixture allowed to stand overnight to obtain a white solid. The latter was dried and then stripped of the solvent to obtain a residue which was crystallized from hexane to obtain 115.9 grams of the methyl 3-benzylaminocrotonate, m.p. 36°-37.5° C. 4.1 grams (20 millimoles) of the product was dissolved ... The reactants are OCCCBr, ClCCl, COc1ccc(C2(O)OC(=O)C(c3ccc4c(c3)OCO4)=C2Cc2cc(OC)c(OC)c(OC)c2)cc1. Yields the product COc1ccc(C2(OCCCBr)OC(=O)C(c3ccc4c(c3)OCO4)=C2Cc2cc(OC)c(OC)c(OC)c2)cc1. Reaction SMILES: [Br:38][CH2:39][CH2:40][CH2:41][OH:42].[Cl:43][CH2:44][Cl:45].[O:1]1[CH2:2][O:3][c:4]2[c:5]1[cH:6][cH:7][c:8]([C:10]1=[C:14]([CH2:15][c:16]3[cH:17][c:18]([O:26][CH3:27])[c:19]([O:24][CH3:25])[c:20]([O:22][CH3:23])[cH:21]3)[C:13]([c:28]3[cH:29][cH:30][c:31]([O:34][CH3:35])[cH:32][cH:33]3)([OH:36])[O:12][C:11]1=[O:37])[cH:9]2>>[O:1]1[CH2:2][O:3][c:4]2[c:5]1[cH:6][cH:7][c:8]([C:10]1=[C:14]([CH2:15][c:16]3[cH:17][c:18]([O:26][CH3:27])[c:19]([O:24][CH3:25])[c:20]([O:22][CH3:23])[cH:21]3)[C:13]([c:28]3[cH:29][cH:30][c:31]([O:34][CH3:35])[cH:32][cH:33]3)([O:36][CH2:41][CH2:40][CH2:39][Br:38])[O:12][C:11]1=[O:37])[cH:9]2. The reactants are C(C)(=O)OC1=CC=C(C(=O)C(C(=O)OCC)=[N+]=[N-])C=C1 (ethyl 4-acetoxybenzoyldiazoacetate), C(C)O (ethanol), [NH4+].[NH4+].[S-]S[S-] (ammonium polysulfide), S (hydrogen sulfide). Yields the product OC1=C(C=CC=C1)C1=C(N=NS1)C(=O)OCC (5-(2-hydroxyphenyl)-4-carboethoxy-1,2,3-thiadiazole). Reaction SMILES: C(O[C:5]1[CH:20]=[CH:19][C:8]([C:9]([C:11](=[N+]=[N-])[C:12]([O:14][CH2:15][CH3:16])=[O:13])=O)=[CH:7][CH:6]=1)(=O)C.[NH4+:21].[NH4+:22].[S-]S[S-].[SH2:26].C([OH:29])C>>[OH:29][C:19]1[CH:20]=[CH:5][CH:6]=[CH:7][C:8]=1[C:9]1[S:26][N:22]=[N:21][C:11]=1[C:12]([O:14][CH2:15][CH3:16])=[O:13] |f:1.2.3|. Procedure: A solution of 5 g. of ethyl 4-acetoxybenzoyldiazoacetate in 200 ml. of ethanol is treated with 50 ml. of aqueous 20% ammonium polysulfide solution and through the resulting mixture is passed a slow stream of hydrogen sulfide for 4 hours. The precipitate which forms is collected by filtration, dissolved in methylene chloride and filtered through a column of alkaline alumina, eluting the column with methylene chloride and methylene chloride containing increasing percentages of ether. The combined ... The reactants are C1CCOC1, COc1ccc([Mg])cc1, CC(C)O, Clc1nc(Cl)nc(Cl)n1. Yields the product COc1ccc(-c2nc(Cl)nc(Cl)n2)cc1. As a reaction SMILES: [CH2:10]1[O:11][CH2:12][CH2:13][CH2:14]1.[CH3:15][O:16][c:17]1[cH:18][cH:19][c:20]([Mg:23])[cH:21][cH:22]1.[CH:24]([OH:25])([CH3:26])[CH3:27].[Cl:1][c:2]1[n:3][c:4]([Cl:5])[n:6][c:7]([Cl:8])[n:9]1>>[Cl:1][c:2]1[n:3][c:4](-[c:20]2[cH:19][cH:18][c:17]([O:16][CH3:15])[cH:22][cH:21]2)[n:6][c:7]([Cl:8])[n:9]1. Reactants: CCO (EtOH), Cl.C(C)OC(=O)C=1NC(=CC1NC(C)=N)C (Ethyl-3-(ethanimidoylamino)-5-methyl-1H-pyrrole-2-carboxylate hydrochloride), [OH-].[Na+] (NaOH), C(CC(O)(C(=O)O)CC(=O)O)(=O)O (citric acid). Solvent: O (water). Product: CC=1NC(C2=C(N1)C=C(N2)C)=O (2,6-Dimethyl-3,5-dihydro-4H-pyrrolo[3,2-d]pyrimidin-4-one). As a reaction SMILES: CCO.Cl.C([O:7][C:8]([C:10]1[NH:11][C:12]([CH3:19])=[CH:13][C:14]=1[NH:15][C:16](=[NH:18])[CH3:17])=O)C.[OH-].[Na+].C(O)(=O)CC(CC(O)=O)(C(O)=O)O>O>[CH3:17][C:16]1[NH:18][C:8](=[O:7])[C:10]2[NH:11][C:12]([CH3:19])=[CH:13][C:14]=2[N:15]=1 |f:1.2,3.4|. Procedure details: A reaction flask equipped with a mechanical stirrer and a reflux condenser is charged with EtOH (900 mL), Ethyl-3-(ethanimidoylamino)-5-methyl-1H-pyrrole-2-carboxylate hydrochloride from example A5 (82.79 g; 0.34 mol) and 6M NaOH (226 mL; 1.36 mol). The well-stirred reaction mixture is heated to gentle reflux for 4 hours and is cooled to ambient temperature. The resulting solution is diluted with water (1000 mL) and the pH is adjusted to 6.5 by carefully addition of 2M citric acid. The precipita... Starting materials: C, CO, O=c1n(-c2ccc(OCC(F)(F)C(F)F)cc2)cnn1-c1ccc([N+](=O)[O-])cc1, [Pd]. The product is Nc1ccc(-n2ncn(-c3ccc(OCC(F)(F)C(F)F)cc3)c2=O)cc1. As a reaction SMILES: [C:30].[CH3:32][OH:33].[N+:1]([O-:2])(=[O:3])[c:4]1[cH:5][cH:6][c:7](-[n:10]2[n:11][cH:12][n:13](-[c:16]3[cH:17][cH:18][c:19]([O:22][CH2:23][C:24]([CH:25]([F:26])[F:27])([F:28])[F:29])[cH:20][cH:21]3)[c:14]2=[O:15])[cH:8][cH:9]1.[Pd:31]>>[NH2:1][c:4]1[cH:5][cH:6][c:7](-[n:10]2[n:11][cH:12][n:13](-[c:16]3[cH:17][cH:18][c:19]([O:22][CH2:23][C:24]([CH:25]([F:26])[F:27])([F:28])[F:29])[cH:20][cH:21]3)[c:14]2=[O:15])[cH:8][cH:9]1.